The task is: describe an organic reaction: reactants, conditions, products, and yield. This data is from the Open Reaction Database (ORD), a public repository of structured organic reaction records. Yields the product C(C)ON=C(CCC)C=1C(CC(CC1O)C=1C(=NC(=NC1C)C)C)=O (2-[1-(ethoxyimino)butyl]-3-hydroxy-5-(2,4,6-trimethylpyrimidin-5-yl)cyclohex-2-en-1-one). Reaction SMILES: [OH:1][C:2]1[CH2:7][CH:6]([C:8]2[C:9]([CH3:16])=[N:10][C:11]([CH3:15])=[N:12][C:13]=2[CH3:14])[CH2:5][C:4](=[O:17])[C:3]=1[C:18](=O)[CH2:19][CH2:20][CH3:21].Cl.[CH2:24]([O:26][NH2:27])[CH3:25].O.O.O.C([O-])(=O)C.[Na+]>C(O)C>[CH2:24]([O:26][N:27]=[C:18]([C:3]1[C:4](=[O:17])[CH2:5][CH:6]([C:8]2[C:9]([CH3:16])=[N:10][C:11]([CH3:15])=[N:12][C:13]=2[CH3:14])[CH2:7][C:2]=1[OH:1])[CH2:19][CH2:20][CH3:21])[CH3:25] |f:1.2,3.4.5.6.7|. Reported procedure: 3-Hydroxy-5-(2,4,6-trimethylpyrimidin-5-yl)-2-butyrylcyclohex-2-en-1-one (0.29 g) was stirred with O-ethylhydroxylamine hydrochloride (0.1 g) and sodium acetate trihydrate (0.14 g) in ethanol (30 ml) at room temperature for 15 hr. The mixture was poured into a saturated aqueous salt solution (50 ml), which was subsequently extracted with ethyl acetate. The dried (Na2SO4) organic extract was evaporated to give 2-[1-(ethoxyimino)butyl]-3-hydroxy-5-(2,4,6-trimethylpyrimidin-5-yl)cyclohex-2-en-1-one... Starting materials: solution, OC1=C(C(CC(C1)C=1C(=NC(=NC1C)C)C)=O)C(CCC)=O (3-Hydroxy-5-(2,4,6-trimethylpyrimidin-5-yl)-2-butyrylcyclohex-2-en-1-one), Cl.C(C)ON (O-ethylhydroxylamine hydrochloride), O.O.O.C(C)(=O)[O-].[Na+] (sodium acetate trihydrate). Run in C(C)O (ethanol).